This data is from the Open Reaction Database (ORD), a public repository of structured organic reaction records. The task is: describe an organic reaction: reactants, conditions, products, and yield The reactants are COC=1C=C(COC(=O)C=2C(C(=C(NC2C)C)C(=O)OC(C)C)C2=CC(=CC=C2)[N+](=O)[O-])C=CC1OC (2,6-dimethyl-3-isopropoxycarbonyl-4-(3'-nitrophenyl)-1,4-dihydropyridine-5-carboxylic acid 3,4-dimethoxybenzyl ester), C(C)O (ethanol). The solvent is C(C)(C)O (isopropanol). Product: 3'-nitrobenzylideneacetoacetic acid isopropyl ester, COC=1C=C(COC(\C=C(\C)/N)=O)C=CC1OC (β-aminocrotonic acid 3,4-dimethoxybenzyl ester). Yield: 77.0%. As a reaction SMILES: [CH3:1][O:2][C:3]1[CH:4]=[C:5]([CH:33]=[CH:34][C:35]=1[O:36][CH3:37])[CH2:6][O:7][C:8]([C:10]1C(C2C=CC=C([N+]([O-])=O)C=2)C(C(OC(C)C)=O)=C(C)[NH:14][C:15]=1[CH3:16])=[O:9].C(O)C>C(O)(C)C>[CH3:1][O:2][C:3]1[CH:4]=[C:5]([CH:33]=[CH:34][C:35]=1[O:36][CH3:37])[CH2:6][O:7][C:8](=[O:9])/[CH:10]=[C:15](\[NH2:14])/[CH3:16]. Procedure details: Analogously to Example 1 heating a solution of 75 mmols of 3'-nitrobenzylideneacetoacetic acid isopropyl ester and 75 mmols of β-aminocrotonic acid 3,4-dimethoxybenzyl ester in 120 ml of isopropanol gave 2,6-dimethyl-3-isopropoxycarbonyl-4-(3'-nitrophenyl)-1,4-dihydropyridine-5-carboxylic acid 3,4-dimethoxybenzyl ester of melting point 154° C (from ethanol). The reactants are CO, N, O=CCCc1ccc2sc3ccccc3c2c1. Yields the product NC(O)CCc1ccc2sc3ccccc3c2c1. RXN SMILES: [CH3:19][OH:20].[NH3:18].[cH:1]1[c:2]([CH2:14][CH2:15][CH:16]=[O:17])[cH:3][cH:4][c:5]2[s:6][c:7]3[c:8]([c:9]12)[cH:10][cH:11][cH:12][cH:13]3>>[cH:1]1[c:2]([CH2:14][CH2:15][CH:16]([OH:17])[NH2:18])[cH:3][cH:4][c:5]2[s:6][c:7]3[c:8]([c:9]12)[cH:10][cH:11][cH:12][cH:13]3.